This data is from the Open Reaction Database (ORD), a public repository of structured organic reaction records. The task is: describe an organic reaction: reactants, conditions, products, and yield The reactants are C1=NC=C(C2=CC=CC=C12)C#CCCO (4-(4-isoquinolinyl)-3-butyn-1-ol). Reagents/catalysts: [Pd] (Pd/C). Solvent: C(C)O (ethanol). Conditions: time 5 hour. The product is C1=NC=C(C2=CC=CC=C12)/C=C/CCO ((E)-4-(4-isoquinolinyl)-3- buten-1-ol). The yield is 96.1%. Reaction SMILES: [CH:1]1[C:10]2[C:5](=[CH:6][CH:7]=[CH:8][CH:9]=2)[C:4]([C:11]#[C:12][CH2:13][CH2:14][OH:15])=[CH:3][N:2]=1>C(O)C.[Pd]>[CH:1]1[C:10]2[C:5](=[CH:6][CH:7]=[CH:8][CH:9]=2)[C:4](/[CH:11]=[CH:12]/[CH2:13][CH2:14][OH:15])=[CH:3][N:2]=1. Procedure details: A solution of 3.4 g of 4-(4-isoquinolinyl)-3-butyn-1-ol in 35 mL of ethanol was hydrogenated over 0.35 g of 10% Pd/C at room temperature and atmospheric pressure for 5 hours. The catalyst was removed by filtration and the filtrate was evaporated to yield 3.3 g of (E)-4-(4-isoquinolinyl)-3- buten-1-ol as an oil.